From a dataset of the Open Reaction Database (ORD), a public repository of structured organic reaction records. describe an organic reaction: reactants, conditions, products, and yield Reactants: Cl.BrC1=C2CCNCC2=C(C(=C1)[N+](=O)[O-])N (5-Bromo-7-nitro-1,2,3,4-tetrahydro-8-isoquinolinylamine monohydrochloride), C(CCC1=CC=CC=C1)=O (hydrocinnamaldehyde), C(#N)[BH3-].[Na+] (sodium cyanoborohydride). The solvent is CO.O (MeOH H2O). Reaction conditions: time 6 hour. Yields the product BrC1=C2CCN(CC2=C(C(=C1)[N+](=O)[O-])N)CCCC1=CC=CC=C1 (5-Bromo-1,2,3,4-tetrahydro-7-nitro-2-(3-phenylpropyl)-8-isoquinolinamine). The yield is 93.3%. RXN SMILES: Cl.[Br:2][C:3]1[CH:12]=[C:11]([N+:13]([O-:15])=[O:14])[C:10]([NH2:16])=[C:9]2[C:4]=1[CH2:5][CH2:6][NH:7][CH2:8]2.[CH:17](=O)[CH2:18][CH2:19][C:20]1[CH:25]=[CH:24][CH:23]=[CH:22][CH:21]=1.C([BH3-])#N.[Na+]>CO.O>[Br:2][C:3]1[CH:12]=[C:11]([N+:13]([O-:15])=[O:14])[C:10]([NH2:16])=[C:9]2[C:4]=1[CH2:5][CH2:6][N:7]([CH2:17][CH2:18][CH2:19][C:20]1[CH:25]=[CH:24][CH:23]=[CH:22][CH:21]=1)[CH2:8]2 |f:0.1,3.4,5.6|. Reported procedure: A solution of the product from Example 5 (1 g, 3.24 mmol) and hydrocinnamaldehyde (0.94 g, 7 mmol) in 2:1 MeOH/H2O (50 mL) was treated with sodium cyanoborohydride (0.56 g, 9 mmol) portionwise under nitrogen and stirred for six hours. The solvent was decanted and the semi-solid was dissolved in dichloromethane, dried over magnesium sulfate, filtered and concentrated under vacuum. The crude compound was chromatographed on silica gel (eluted with 25% ethyl acetate in hexane) to give the title comp... The reactants are N[C@@H](C)C1=NN2C(C(N1C1=CC=CC=C1)=O)=C(C=C2)C ((S)-2-(1-Aminoethyl)-5-methyl-3-phenylpyrrolo[2,1-f][1,2,4]triazin-4(3H)-one), [F-].[Cs+] (cesium fluoride), NC1=NC=NC(=C1C(=O)NC1=CC(=CC(=C1)NS(=O)(=O)C)OC)Cl (4-amino-6-chloro-N-(3-methoxy-5-(methylsulfonamido)phenyl)pyrimidine-5-carboxamide), CCN(C(C)C)C(C)C (DIEA). Run in C(C)(C)(C)O (tert-butanol). Reaction conditions: temperature 80 celsius. The product is NC1=NC=NC(=C1C(=O)NC1=CC(=CC(=C1)NS(=O)(=O)C)OC)N[C@@H](C)C1=NN2C(C(N1C1=CC=CC=C1)=O)=C(C=C2)C ((S)-4-Amino-N-(3-methoxy-5-(methylsulfonamido)phenyl)-6-((1-(5-methyl-4-oxo-3-phenyl-3,4-dihydropyrrolo[2,1-f][1,2,4]triazin-2-yl)ethyl)amino)pyrimidine-5-carboxamide). The yield is 23.0%. Reaction SMILES: [NH2:1][C@H:2]([C:4]1[N:9]([C:10]2[CH:15]=[CH:14][CH:13]=[CH:12][CH:11]=2)[C:8](=[O:16])[C:7]2=[C:17]([CH3:20])[CH:18]=[CH:19][N:6]2[N:5]=1)[CH3:3].[NH2:21][C:22]1[C:27]([C:28]([NH:30][C:31]2[CH:36]=[C:35]([NH:37][S:38]([CH3:41])(=[O:40])=[O:39])[CH:34]=[C:33]([O:42][CH3:43])[CH:32]=2)=[O:29])=[C:26](Cl)[N:25]=[CH:24][N:23]=1.CCN(C(C)C)C(C)C.[F-].[Cs+]>C(O)(C)(C)C>[NH2:21][C:22]1[C:27]([C:28]([NH:30][C:31]2[CH:36]=[C:35]([NH:37][S:38]([CH3:41])(=[O:39])=[O:40])[CH:34]=[C:33]([O:42][CH3:43])[CH:32]=2)=[O:29])=[C:26]([NH:1][C@H:2]([C:4]2[N:9]([C:10]3[CH:15]=[CH:14][CH:13]=[CH:12][CH:11]=3)[C:8](=[O:16])[C:7]3=[C:17]([CH3:20])[CH:18]=[CH:19][N:6]3[N:5]=2)[CH3:3])[N:25]=[CH:24][N:23]=1 |f:3.4|. Procedure details: (S)-2-(1-Aminoethyl)-5-methyl-3-phenylpyrrolo[2,1-f][1,2,4]triazin-4(3H)-one (117 mg, 0.38 mmol), 4-amino-6-chloro-N-(3-methoxy-5-(methylsulfonamido)phenyl)pyrimidine-5-carboxamide (266 mg, 65% purity, 0.46 mmol), DIEA (404 μl, 2.32 mmol) and cesium fluoride (175 mg, 1.14 mmol) were suspended in tert-butanol (12 ml) and the mixture was heated at 80° C. in a sealed tube for 3 days. The solvent was evaporated under reduced pressure and the reaction mixture was diluted with ethyl acetate and washed... Starting materials: O=S(=O)(O)c1ccc(OCCCBr)cc1, CN, [Cl-], O. The product is CNS(=O)(=O)c1ccc(OCCCBr)cc1. As a reaction SMILES: [Br:2][CH2:3][CH2:4][CH2:5][O:6][c:7]1[cH:8][cH:9][c:10]([S:13](=[O:14])(=[O:15])[OH:16])[cH:11][cH:12]1.[CH3:17][NH2:18].[Cl-:1].[OH2:19]>>[Br:2][CH2:3][CH2:4][CH2:5][O:6][c:7]1[cH:8][cH:9][c:10]([S:13](=[O:14])(=[O:16])[NH:18][CH3:17])[cH:11][cH:12]1. The reactants are C(C)(=O)OC(C)=O (acetic acid anhydride), O[C@@H]1[C@H](O)[C@@H](O)[C@H](O)[C@H](O1)CO (α-D-glucopyranose). The solvent is N1=CC=CC=C1 (pyridine). Product: C(C)(=O)O[C@@H]1[C@H](OC(C)=O)[C@@H](OC(C)=O)[C@H](OC(C)=O)[C@H](O1)COC(C)=O (1,2,3,4,6-Penta-O-acetyl-α-D-glucopyranose). Isolated yield 88.0%. As a reaction SMILES: [OH:1][C@H:2]1[O:10][C@H:9]([CH2:11][OH:12])[C@@H:7](O)[C@H:5]([OH:6])[C@H:3]1O.[C:13]([O:16][C:17](=[O:19])[CH3:18])(=[O:15])[CH3:14]>N1C=CC=CC=1>[C:13]([O:16][C@H:17]1[O:19][C@H:7]([CH2:5][O:6][C:11](=[O:12])[CH3:9])[C@@H:9]([O:10][C:2](=[O:1])[CH3:3])[C@H:11]([O:12][C:5](=[O:6])[CH3:7])[C@H:18]1[O:10][C:2](=[O:1])[CH3:3])(=[O:15])[CH3:14]. Procedure: Analogously, as described in the synthesis of title compound Aa), the reaction of 100 g (555.0 mmol) of α-D-glucopyranose with a mixture of 1000 ml of absolute pyridine and 1000 ml of acetic acid anhydride after working-up and recrystallization from 95% aqueous ethanol yields 190.6 g (88.0%) of the above-mentioned title compound as a colorless and crystalline compound. By 1H-NMR-spectroscopic study of the title compound that is thus obtained, it was possible to determine the α to β-ratio of two ... Reactants: C=Cc1cc(N(CCC)CCC)c2cccc(-c3c(C)cc(C)cc3C)n2c1=O, CO. Product: CCCN(CCC)c1cc(CC)c(=O)n2c(-c3c(C)cc(C)cc3C)cccc12. Reaction SMILES: [CH2:1]([CH2:2][CH3:3])[N:4]([c:5]1[cH:6][c:7]([CH:25]=[CH2:26])[c:8](=[O:24])[n:9]2[c:10](-[c:15]3[c:16]([CH3:23])[cH:17][c:18]([CH3:22])[cH:19][c:20]3[CH3:21])[cH:11][cH:12][cH:13][c:14]12)[CH2:27][CH2:28][CH3:29].[CH3:30][OH:31]>>[CH2:1]([CH2:2][CH3:3])[N:4]([c:5]1[cH:6][c:7]([CH2:25][CH3:26])[c:8](=[O:24])[n:9]2[c:10](-[c:15]3[c:16]([CH3:23])[cH:17][c:18]([CH3:22])[cH:19][c:20]3[CH3:21])[cH:11][cH:12][cH:13][c:14]12)[CH2:27][CH2:28][CH3:29]. The reactants are [OH-].[Na+] (Sodium hydroxide), OC=1C(=NC(=C2C=CC=NC12)N(S(=O)(=O)CC)C)C(=O)OC (methyl 8-hydroxy-5-[methyl(ethylsulfonyl)amino]-1,6-naphthyridine-7-carboxylate), Cl (HCl). Solvent: O1CCOCC1.O (dioxane water). Run at temperature 55 celsius. Yields the product OC=1C(=NC(=C2C=CC=NC12)N(S(=O)(=O)CC)C)C(=O)O (8-Hydroxy-5-[methyl(ethylsulfonyl)amino]-1,6-naphthyridine-7-carboxylic acid). Reaction SMILES: [OH-].[Na+].[OH:3][C:4]1[C:5]([C:21]([O:23]C)=[O:22])=[N:6][C:7]([N:14]([CH3:20])[S:15]([CH2:18][CH3:19])(=[O:17])=[O:16])=[C:8]2[C:13]=1[N:12]=[CH:11][CH:10]=[CH:9]2.Cl>O1CCOCC1.O>[OH:3][C:4]1[C:5]([C:21]([OH:23])=[O:22])=[N:6][C:7]([N:14]([CH3:20])[S:15]([CH2:18][CH3:19])(=[O:17])=[O:16])=[C:8]2[C:13]=1[N:12]=[CH:11][CH:10]=[CH:9]2 |f:0.1,4.5|. Procedure details: Sodium hydroxide (6.73 mL, 6.73 mmol, 1N solution) was added to a suspension of methyl 8-hydroxy-5-[methyl(ethylsulfonyl)amino]-1,6-naphthyridine-7-carboxylate (730 mg, 2.24 mmol) in a 2:1 solution of dioxane/water (20 mL) and the resulting mixture was heated overnight at 55° C. overnight. The opaque solution was acidified to a pH=7 using 1N HCl solution. The reaction was cooled and the solids that had precipitated out of solution were collected by vacuum filtration to give the desired product a... Reactants: alkanol, O1CCOCC1 (dioxane), O1CCOCC1 (dioxane), CO (methanol), CO (methanol), alkanol, O1CCOCC1.O1CCOCC1 (dioxane dioxane), O1CCOCC1 (dioxane). The product is COCCOCCOCCOCCOC (tetraethylene glycol dimethyl ether). Reaction SMILES: [O:1]1[CH2:6][CH2:5][O:4][CH2:3][CH2:2]1.[O:7]1[CH2:12][CH2:11][O:10][CH2:9][CH2:8]1.[CH3:13]O.[O:15]1CCOC[CH2:16]1>>[CH3:13][O:7][CH2:12][CH2:11][O:10][CH2:9][CH2:8][O:1][CH2:6][CH2:5][O:4][CH2:3][CH2:2][O:15][CH3:16] |f:0.1|. Procedure: In using the dioxane solvent of "H", it is preferred to develop first with dioxane alone, followed by a mixture of dioxane and alkanol and finished with alkanol alone (for example, dioxane/dioxane:methanol mixture/methanol).